Dataset: the Open Reaction Database (ORD), a public repository of structured organic reaction records. Task: describe an organic reaction: reactants, conditions, products, and yield Reactants: C(#N)C=1C(NC=C(C1)C=1C(=NN2C1C=CC=C2)C2=CC=CC=C2)=O (3-(3-cyano-2-oxo-1,2-dihydropyridin-5-yl)-2-phenylpyrazolo[1,5-a]pyridine), [OH-].[K+] (potassium hydroxide), C(C)O (ethanol), Cl (hydrochloric acid). Yields the product C(=O)(O)C=1C(NC=C(C1)C=1C(=NN2C1C=CC=C2)C2=CC=CC=C2)=O (3-(3-carboxy-2-oxo-1,2-dihydropyridin-5-yl)-2-phenylpyrazolo[1,5-a]pyridine). RXN SMILES: C(C1[C:4](=[O:24])[NH:5][CH:6]=[C:7]([C:9]2[C:10]([C:18]3[CH:23]=[CH:22][CH:21]=[CH:20][CH:19]=3)=[N:11][N:12]3[CH:17]=[CH:16][CH:15]=[CH:14][C:13]=23)[CH:8]=1)#N.[OH-:25].[K+].Cl.[CH2:28]([OH:30])[CH3:29]>>[C:28]([C:29]1[C:4](=[O:24])[NH:5][CH:6]=[C:7]([C:9]2[C:10]([C:18]3[CH:23]=[CH:22][CH:21]=[CH:20][CH:19]=3)=[N:11][N:12]3[CH:17]=[CH:16][CH:15]=[CH:14][C:13]=23)[CH:8]=1)([OH:25])=[O:30] |f:1.2|. Reported procedure: A mixture of 3-(3-cyano-2-oxo-1,2-dihydropyridin-5-yl)-2-phenylpyrazolo[1,5-a]pyridine (0.60 g) and 85% potassium hydroxide (0.38 g) in 67% aqueous ethanol (6 ml) was refluxed for 4 hours. After cooling, the reaction mixture was added onto ice (12 g) and acidified with 5% hydrochloric acid. Precipitates were collected and recrystallized from a mixture of N,N-dimethylformamide and water twice to give 3-(3-carboxy-2-oxo-1,2-dihydropyridin-5-yl)-2-phenylpyrazolo[1,5-a]pyridine (0.36 g). As a reaction SMILES: O.[SH:2][C:3]1[N:11]=[CH:10][N:9]=[C:8]2[C:4]=1[NH:5][CH:6]=[N:7]2.O.[F:13][C:14]([F:25])([F:24])[O:15][C:16]1[CH:23]=[CH:22][C:19](CBr)=[CH:18][CH:17]=1.[CH3:26]N(C=O)C>>[F:25][C:14]([F:13])([F:24])[O:15][C:16]1[CH:17]=[C:18]([CH:19]=[CH:22][CH:23]=1)[CH2:26][S:2][C:3]1[N:11]=[CH:10][N:9]=[C:8]2[C:4]=1[NH:5][CH:6]=[N:7]2 |f:0.1|. The reactants are O (H2O), O.SC1=C2NC=NC2=NC=N1 (6-mercaptopurine monohydrate), O (water), CN(C)C=O (DMF), FC(OC1=CC=C(CBr)C=C1)(F)F (4-trifluormethoxybenzylbromide). The product is FC(OC=1C=C(CSC2=C3NC=NC3=NC=N2)C=CC1)(F)F (6-(3-Trifluoromethoxybenzylsulfanyl)-purine). Reported procedure: After stirring a mixture of 30 mmol of 6-mercaptopurine monohydrate (5.12 g) and 30 mmol of water-free K2CO3 (4.12 g) in 25 mL of dry DMF for 5 minutes, 30 mmol of 4-trifluormethoxybenzylbromide (6.48 g) was added. After stirring for 4 h, 200 mL of H2O was added. The obtained solid was filtered and washed with EtOAc and CH2Cl2, followed by drying under vacuum. Reactants: O (H2O), CC1=C2C(=NC=C1)N(C(N2)=O)C2=CC=C(C=C2)OC2=NC1=C(N2COCC[Si](C)(C)C)C=CC=C1 (7-methyl-3-{4-[(1-{[2-(trimethylsilyl)ethoxy]methyl}-1H-benzimidazol-2-yl)oxy]phenyl}-1,3-dihydro-2H-imidazo[4,5-b]pyridin-2-one), ICC (iodoethane), [H-].[Na+] (sodium hydride). Solvent: CN(C)C=O (DMF). Conditions: time 4 hour. Product: C(C)N1C(N(C2=NC=CC(=C21)C)C2=CC=C(C=C2)OC2=NC1=C(N2COCC[Si](C)(C)C)C=CC=C1)=O (1-ethyl-7-methyl-3-{4-[(1-{[2-(trimethylsilyl)ethoxy]methyl}-1H-benzimidazol-2-yl)oxy]phenyl}-1,3-dihydro-2H-imidazo[4,5-b]pyridin-2-one). As a reaction SMILES: [CH3:1][C:2]1[CH:7]=[CH:6][N:5]=[C:4]2[N:8]([C:12]3[CH:17]=[CH:16][C:15]([O:18][C:19]4[N:23]([CH2:24][O:25][CH2:26][CH2:27][Si:28]([CH3:31])([CH3:30])[CH3:29])[C:22]5[CH:32]=[CH:33][CH:34]=[CH:35][C:21]=5[N:20]=4)=[CH:14][CH:13]=3)[C:9](=[O:11])[NH:10][C:3]=12.I[CH2:37][CH3:38].[H-].[Na+].O>CN(C=O)C>[CH2:37]([N:10]1[C:3]2[C:4](=[N:5][CH:6]=[CH:7][C:2]=2[CH3:1])[N:8]([C:12]2[CH:13]=[CH:14][C:15]([O:18][C:19]3[N:23]([CH2:24][O:25][CH2:26][CH2:27][Si:28]([CH3:29])([CH3:30])[CH3:31])[C:22]4[CH:32]=[CH:33][CH:34]=[CH:35][C:21]=4[N:20]=3)=[CH:16][CH:17]=2)[C:9]1=[O:11])[CH3:38] |f:2.3|. Procedure: A mixture of 7-methyl-3-{4-[(1-{[2-(trimethylsilyl)ethoxy]methyl}-1H-benzimidazol-2-yl)oxy]phenyl}-1,3-dihydro-2H-imidazo[4,5-b]pyridin-2-one (0.15 g), iodoethane (0.027 mL) and sodium hydride (0.015 g) (60% in oil) in DMF (4.0 mL) was stirred at room temperature for 4 h. To the mixture was added H2O, and the mixture was extracted with AcOEt. The organic layer was dried (MgSO4) and concentrated in vacuo. The residue was purified by column chromatography (silica gel, eluted with 0%-50% EtOAc in h... Reactants: C(C1=CC=CC=C1)S(=O)(=O)N (benzylsulfonamide), COC(=O)C(=O)Cl (methyloxalylchloride). The product is C(C1=CC=CC=C1)S(=O)(=O)NC(C(=O)OC)=O (Methyl N-(benzylsulfonyl)oxamate). Reaction SMILES: [CH2:1]([S:8]([NH2:11])(=[O:10])=[O:9])[C:2]1[CH:7]=[CH:6][CH:5]=[CH:4][CH:3]=1.[CH3:12][O:13][C:14]([C:16](Cl)=[O:17])=[O:15]>>[CH2:1]([S:8]([NH:11][C:16](=[O:17])[C:14]([O:13][CH3:12])=[O:15])(=[O:10])=[O:9])[C:2]1[CH:7]=[CH:6][CH:5]=[CH:4][CH:3]=1. Procedure details: A mixture of benzylsulfonamide (16.7 g, 0.0975 mole) and methyloxalylchloride (38 ml, 0.41 mol) was heated at 100°-120° C. for 2 hours. Upon evaporation, there was obtained the title compound, 20.6 g, mp 119°-124° C. Yields the product O=Cc1c(O)c(Br)cc(F)c1Cl. As a reaction SMILES: [Br:1][c:2]1[c:3]([OH:10])[cH:4][c:5]([Cl:9])[c:6]([F:8])[cH:7]1.[CH2:11]1[N:12]2[CH2:13][N:14]3[CH2:15][N:16]([CH2:17]2)[CH2:18][N:19]1[CH2:20]3.[OH2:33].[OH:21][C:22]([C:23]([F:24])([F:25])[F:26])=[O:27].[S:28](=[O:29])(=[O:30])([OH:31])[OH:32]>>[Br:1][c:2]1[c:3]([OH:10])[c:4]([CH:22]=[O:21])[c:5]([Cl:9])[c:6]([F:8])[cH:7]1. Reactants: Oc1cc(Cl)c(F)cc1Br, C1N2CN3CN1CN(C2)C3, O, O=C(O)C(F)(F)F, O=S(=O)(O)O. Reaction SMILES: [F:1][CH2:2][C:3]([N:14]1[C:18](=[O:19])[C:17]2=[CH:20][CH:21]=[CH:22][CH:23]=[C:16]2[C:15]1=[O:24])([CH2:8][C:9](=[O:13])[CH:10]=[N+]=[N-])[C:4]([O:6][CH3:7])=[O:5].[BrH:25]>CCOCC>[F:1][CH2:2][C:3]([N:14]1[C:18](=[O:19])[C:17]2=[CH:20][CH:21]=[CH:22][CH:23]=[C:16]2[C:15]1=[O:24])([CH2:8][C:9](=[O:13])[CH2:10][Br:25])[C:4]([O:6][CH3:7])=[O:5]. Product: FCC(C(=O)OC)(CC(CBr)=O)N1C(C=2C(C1=O)=CC=CC2)=O (Methyl 2-fluoromethyl-2-phthalimido-4-oxo-5-bromo-pentanoate). Procedure: A solution of methyl 2-fluoromethyl-2-phthalimido-4-oxo-5-diazo-pentanoate (1.53 g, 4.62 mmol) in ether (22.5 ml) is added dropwise and with vigorous stirring to cold (ice cooling) aqueous HBr (47%, 0.95 ml). Stirring is continued for 1 hour at room temperature. The organic phase is separated, washed with water, dried, and evaporated to give the title compound as a yellow oil (1.52 g). Solvent: CCOCC (ether). Run at time 1 hour. Reactants: FCC(C(=O)OC)(CC(C=[N+]=[N-])=O)N1C(C=2C(C1=O)=CC=CC2)=O (methyl 2-fluoromethyl-2-phthalimido-4-oxo-5-diazo-pentanoate), Br (HBr).